This data is from the Open Reaction Database (ORD), a public repository of structured organic reaction records. The task is: describe an organic reaction: reactants, conditions, products, and yield Reactants: cuprous bromide, Br (hydrogen bromide), NC1=NN(C=2N=C3N(C(C21)=O)CCS3)C (3-Amino-6,7-dihydro-1-methylpyrazolo[3,4-d]thiazolo[3,2-a]pyrimidin-4(1H)-one), N(=O)[O-].[Na+] (sodium nitrite), Br (hydrogen bromide). The solvent is aqueous solution, aqueous solution, O (water). Reaction conditions: time 30 minute. Yields the product BrC1=NN(C=2N=C3N(C(C21)=O)CCS3)C (3-Bromo-6,7-dihydro-1-methylpyrazolo[3,4-d]thiazolo[3,2-a]pyrimidin-4(1H)-one). The yield is 68.0%. Reaction SMILES: [BrH:1].N[C:3]1[C:11]2[C:10](=[O:12])[N:9]3[CH2:13][CH2:14][S:15][C:8]3=[N:7][C:6]=2[N:5]([CH3:16])[N:4]=1.N([O-])=O.[Na+]>O>[Br:1][C:3]1[C:11]2[C:10](=[O:12])[N:9]3[CH2:13][CH2:14][S:15][C:8]3=[N:7][C:6]=2[N:5]([CH3:16])[N:4]=1 |f:2.3|. Procedure: In a mixture of 52 ml of an aqueous solution of hydrogen bromide and 36 ml of water was dissolved 4.00 g (17.9 mmol) of Compound 13 prepared in Example 10, and 1.24 g (17.9 mmol) of sodium nitrite was added to the solution under ice-cooling, followed by stirring for 30 minutes. Then, a solution of 3.08 g (21.5 mmol) of cuprous bromide in 36 ml of an aqueous solution of hydrogen bromide was added thereto and the temperature of the mixture was raised slowly to room temperature, followed by stirrin... Starting materials: Cl (hydrochloric acid), Cl (hydrochloric acid), zinc amalgam, Cl (hydrochloric acid), C(C)(=O)O (acetic acid), COC1=CC=C(C=C1)C1=CC=C(C=C1)C(C(CC)C)=O (4'-methoxy-4-(2-methylbutyryl)biphenyl). Reagents/catalysts: [Zn] (zinc), [Hg]Cl (mercury chloride). Solvent: O (water), CCOCC (ether), O (water), C1(=CC=CC=C1)C (toluene), O (water). Run at time 5 minute. Product: COC1=CC=C(C=C1)C1=CC=C(C=C1)CC(CC)C (4'-methoxy-4-(2-methylbutyl)biphenyl). Yield: 73.4%. As a reaction SMILES: Cl.C(O)(=O)C.[CH3:6][O:7][C:8]1[CH:13]=[CH:12][C:11]([C:14]2[CH:19]=[CH:18][C:17]([C:20](=O)[CH:21]([CH3:24])[CH2:22][CH3:23])=[CH:16][CH:15]=2)=[CH:10][CH:9]=1>[Zn].[Hg]Cl.CCOCC.O.C1(C)C=CC=CC=1>[CH3:6][O:7][C:8]1[CH:9]=[CH:10][C:11]([C:14]2[CH:19]=[CH:18][C:17]([CH2:20][CH:21]([CH3:24])[CH2:22][CH3:23])=[CH:16][CH:15]=2)=[CH:12][CH:13]=1. Procedure details: 13.6 g of zinc powder, 1.4 g of mercury chloride, 0.7 ml of conc. hydrochloric acid, and 20 ml of water were mixed with shaking for five minutes, and then the supernatant solution was flowed out. To the obtained zinc amalgam, 10 ml of water, 24 ml of conc. hydrochloric acid, 1 ml of acetic acid, 14 ml of toluene, and 38 m moles(10.2 g) of 4'-methoxy-4-(2-methylbutyryl)biphenyl were added, and then refluxed for 20 hours. In the mean time, 5 ml portions of conc. hydrochloric acid was successively ... The reactants are ClC=1C=C(C=CC1)N1CCN(CC1)CCO (2-(4-m-chlorophenyl-piperazino)-ethanol), C1=2C(=O)OC(NC1=CC=CC2)=O (isatoic anhydride), C1(=CC=CC=C1)C (toluene). Run in CCOCC (ether). The product is C(C=1C(N)=CC=CC1)(=O)OCCN1CCN(CC1)C1=CC(=CC=C1)Cl (2-(4-m-chlorophenylpiperazino)-ethyl anthranilate). Yield: 70.0%. RXN SMILES: [Cl:1][C:2]1[CH:3]=[C:4]([N:8]2[CH2:13][CH2:12][N:11]([CH2:14][CH2:15][OH:16])[CH2:10][CH2:9]2)[CH:5]=[CH:6][CH:7]=1.[C:17]12[C:23](=[CH:24][CH:25]=[CH:26][CH:27]=1)[NH:22]C(=O)O[C:18]2=[O:19].C1(C)C=CC=CC=1>CCOCC>[C:18]([O:16][CH2:15][CH2:14][N:11]1[CH2:10][CH2:9][N:8]([C:4]2[CH:5]=[CH:6][CH:7]=[C:2]([Cl:1])[CH:3]=2)[CH2:13][CH2:12]1)(=[O:19])[C:17]1[C:23](=[CH:24][CH:25]=[CH:26][CH:27]=1)[NH2:22]. Procedure details: 7.2 G. (0.03 mol) of 2-(4-m-chlorophenyl-piperazino)-ethanol and 6.55 g. (0.04 mol) of isatoic anhydride in 125 ml. of toluene are refluxed for 3 hours. The hot toluene solution is filtered and the toluene is evaporated from the filtrate to give a residue which is taken up in ether in order to remove a small amount of unreacted isatoic anhydride, the solution is filtered and the ether is driven off. The remaining product is triturated in petroleum ether, filtered off and recrystallised twice fro...